describe an organic reaction: reactants, conditions, products, and yield From a dataset of the Open Reaction Database (ORD), a public repository of structured organic reaction records. The reactants are N1C[C@H](CC1)N(CC(=O)OC)C1CCCCC1 (methyl 2-[(3S)-3-pyrrolidinyl(cyclohexyl)amino]acetate), C(=O)(OC(C)(C)C)N1CCC(CC1)N(C(NC(C)C)=O)C1CCCCC1 (1-BOC-4-[cyclohexyl(isopropylcarbamoyl)amino]piperidine). Product: C(=O)(OC(C)(C)C)N1CCC(CC1)N(C(N(C(C)C)C)=O)C1CCCCC1 (1-BOC-4-{cyclohexyl[methyl(isopropyl)carbamoyl]amino}piperidine). As a reaction SMILES: N1CC[C@H](N(C2CCCCC2)CC(OC)=O)[CH2:2]1.[C:18]([N:25]1[CH2:30][CH2:29][CH:28]([N:31]([CH:38]2[CH2:43][CH2:42][CH2:41][CH2:40][CH2:39]2)[C:32](=[O:37])[NH:33][CH:34]([CH3:36])[CH3:35])[CH2:27][CH2:26]1)([O:20][C:21]([CH3:24])([CH3:23])[CH3:22])=[O:19]>>[C:18]([N:25]1[CH2:30][CH2:29][CH:28]([N:31]([CH:38]2[CH2:43][CH2:42][CH2:41][CH2:40][CH2:39]2)[C:32](=[O:37])[N:33]([CH3:2])[CH:34]([CH3:35])[CH3:36])[CH2:27][CH2:26]1)([O:20][C:21]([CH3:22])([CH3:23])[CH3:24])=[O:19]. Procedure: The title compound was prepared following the procedure described in Step A of Intermediate 128 using 1-BOC-4-[cyclohexyl(isopropylcarbamoyl)amino]piperidine.